Dataset: the Open Reaction Database (ORD), a public repository of structured organic reaction records. Task: describe an organic reaction: reactants, conditions, products, and yield The product is CCC(CC)(c1ccc(O)c(C)c1)c1ccc(C=CC(O)(C(F)(F)F)C(F)(F)F)c(C)c1. RXN SMILES: [CH2:15]([CH3:16])[C:17]([CH2:18][CH3:19])([c:20]1[cH:21][c:22]([CH3:38])[c:23]([C:26]#[C:27][C:28]([C:29]([F:30])([F:31])[F:32])([C:33]([F:34])([F:35])[F:36])[OH:37])[cH:24][cH:25]1)[c:39]1[cH:40][c:41]([CH3:46])[c:42]([OH:45])[cH:43][cH:44]1.[CH3:2][O:3][CH2:4][CH2:5][O:6][Al+:7][O:8][CH2:9][CH2:10][O:11][CH3:12].[ClH:47].[H-:14].[H-:1].[Na+:13].[O:48]1[CH2:49][CH2:50][CH2:51][CH2:52]1>>[CH2:15]([CH3:16])[C:17]([CH2:18][CH3:19])([c:20]1[cH:21][c:22]([CH3:38])[c:23]([CH:26]=[CH:27][C:28]([C:29]([F:30])([F:31])[F:32])([C:33]([F:34])([F:35])[F:36])[OH:37])[cH:24][cH:25]1)[c:39]1[cH:40][c:41]([CH3:46])[c:42]([OH:45])[cH:43][cH:44]1. Starting materials: CCC(CC)(c1ccc(O)c(C)c1)c1ccc(C#CC(O)(C(F)(F)F)C(F)(F)F)c(C)c1, COCCO[Al+]OCCOC, Cl, [H-], [H-], [Na+], C1CCOC1. The product is C(C)(C)(C)C1=CC=C(C=C1)S(=O)(=O)NC1=NC=NC(=C1C1=CC=C(C=C1)C)OCCOC1=NC=C(C=N1)S (4-tert-butyl-N-{6-[2-(5-mercaptopyrimidin-2-yloxy)ethoxy]-5-(4-methylphenyl)pyrimidin-4-yl}benzenesulfonamide). Solvent: FC(C(=O)OC(C(F)(F)F)=O)(F)F (trifluoroacetic anhydride), C(Cl)Cl (methylene chloride). The yield is 118.4%. Reactants: C(C)(C)(C)C1=CC=C(C=C1)S(=O)(=O)NC1=NC=NC(=C1C1=CC=C(C=C1)C)OCCOC1=NC=C(C=N1)S(=O)C (4-tert-butyl-N-{6-[2-(5-methylsulfinylpyrimidin-2-yloxy)ethoxy]-5-(4-methylphenyl)pyrimidin-4-yl}benzenesulfonamide). RXN SMILES: [C:1]([C:5]1[CH:10]=[CH:9][C:8]([S:11]([NH:14][C:15]2[C:20]([C:21]3[CH:26]=[CH:25][C:24]([CH3:27])=[CH:23][CH:22]=3)=[C:19]([O:28][CH2:29][CH2:30][O:31][C:32]3[N:37]=[CH:36][C:35]([S:38](C)=O)=[CH:34][N:33]=3)[N:18]=[CH:17][N:16]=2)(=[O:13])=[O:12])=[CH:7][CH:6]=1)([CH3:4])([CH3:3])[CH3:2]>FC(F)(F)C(OC(=O)C(F)(F)F)=O.C(Cl)Cl>[C:1]([C:5]1[CH:10]=[CH:9][C:8]([S:11]([NH:14][C:15]2[C:20]([C:21]3[CH:22]=[CH:23][C:24]([CH3:27])=[CH:25][CH:26]=3)=[C:19]([O:28][CH2:29][CH2:30][O:31][C:32]3[N:37]=[CH:36][C:35]([SH:38])=[CH:34][N:33]=3)[N:18]=[CH:17][N:16]=2)(=[O:12])=[O:13])=[CH:7][CH:6]=1)([CH3:4])([CH3:2])[CH3:3]. Procedure: A solution of 4-tert-butyl-N-{6-[2-(5-methylsulfinylpyrimidin-2-yloxy)ethoxy]-5-(4-methylphenyl)pyrimidin-4-yl}benzenesulfonamide (471 mg) in trifluoroacetic anhydride (5 ml) and methylene chloride (5 ml) is refluxed for 30 minutes, and the mixture is evaporated to remove the solvent. The residue is dissolved in methanol/triethylamine (1:1) (20 ml), and concentrated to dryness under reduced pressure. The residue is dissolved in chloroform, washed with saturated aqueous ammonium chloride solution... Starting materials: COC1=CC=C(C=C1)CCOC1=C2C=C(NC2=CC=C1)C(=O)O (4-[2-(4-methoxy-phenyl)-ethoxy]-1H-indole-2-carboxylic acid), NC1CCC(CC1)(O)CCN1C[C@@H]([C@H](CC1)O)C ((3S,4S)-1-[2-(4-Amino-1-hydroxy-cyclohexyl)-ethyl]-3-methyl-piperidin-4-ol). The product is OC1(CCC(CC1)NC(=O)C=1NC2=CC=CC(=C2C1)OCCC1=CC=C(C=C1)OC)CCN1C[C@@H]([C@H](CC1)O)C (4-[2-(4-Methoxy-phenyl)-ethoxy]-1H-indole-2-carboxylic acid {4-hydroxy-4-[2-((3S,4S)-4-hydroxy-3-methyl-piperidin-1-yl)-ethyl]-cyclohexyl}-amide). RXN SMILES: [CH3:1][O:2][C:3]1[CH:8]=[CH:7][C:6]([CH2:9][CH2:10][O:11][C:12]2[CH:20]=[CH:19][CH:18]=[C:17]3[C:13]=2[CH:14]=[C:15]([C:21]([OH:23])=O)[NH:16]3)=[CH:5][CH:4]=1.[NH2:24][CH:25]1[CH2:30][CH2:29][C:28]([CH2:32][CH2:33][N:34]2[CH2:39][CH2:38][C@H:37]([OH:40])[C@@H:36]([CH3:41])[CH2:35]2)([OH:31])[CH2:27][CH2:26]1>>[OH:31][C:28]1([CH2:32][CH2:33][N:34]2[CH2:39][CH2:38][C@H:37]([OH:40])[C@@H:36]([CH3:41])[CH2:35]2)[CH2:29][CH2:30][CH:25]([NH:24][C:21]([C:15]2[NH:16][C:17]3[C:13]([CH:14]=2)=[C:12]([O:11][CH2:10][CH2:9][C:6]2[CH:5]=[CH:4][C:3]([O:2][CH3:1])=[CH:8][CH:7]=2)[CH:20]=[CH:19][CH:18]=3)=[O:23])[CH2:26][CH2:27]1. Procedure details: This compound is synthesized analogously to example 1 from 4-[2-(4-methoxy-phenyl)-ethoxy]-1H-indole-2-carboxylic acid 161 and amine 14. Starting materials: NC1=CC2=C(C(NC3=NC=CC=C23)=O)C=C1 (9-Amino-5H-benzo[c][1,8]naphthyridin-6-one), BrCC1=C(C#N)C=CC=C1 (2-(bromomethyl)benzonitrile). The product is O=C1NC2=NC=CC=C2C2=C1C=CC(=C2)NCC2=C(C#N)C=CC=C2 (2-((6-oxo-5,6-dihydrobenzo[c][1,8]naphthyridin-9-ylamino)methyl)benzonitrile). The yield is 20.9%. As a reaction SMILES: [NH2:1][C:2]1[CH:16]=[CH:15][C:5]2[C:6](=[O:14])[NH:7][C:8]3[C:13]([C:4]=2[CH:3]=1)=[CH:12][CH:11]=[CH:10][N:9]=3.Br[CH2:18][C:19]1[CH:26]=[CH:25][CH:24]=[CH:23][C:20]=1[C:21]#[N:22]>>[O:14]=[C:6]1[C:5]2[CH:15]=[CH:16][C:2]([NH:1][CH2:18][C:19]3[CH:26]=[CH:25][CH:24]=[CH:23][C:20]=3[C:21]#[N:22])=[CH:3][C:4]=2[C:13]2[C:8](=[N:9][CH:10]=[CH:11][CH:12]=2)[NH:7]1. Procedure: The title compound was synthesized according to the procedure described for the preparation of Example 458 using 70 (140 mg, 0.66 mmol) and 2-(bromomethyl)benzonitrile (156 mg, 0.80 mmol) to provide 462 (45 mg, 21% yield) as a white powder. LC-MS (M+H=327, obsd.=327). 1H NMR (400 MHz, DMSO-D6) δ 8.56 (dd, J=1.6, 8.0, 1H), 8.47 (dd, J=1.6, 4.7, 1H), 8.06 (d, J=8.7, 1H), 7.87 (dd, J=1.2, 7.7, 1H), 7.47 (m, 1H), 7.41 (m, 1H), 7.40 (d, J=7.7, 1H), 7.36 (dd, J=4.7, 7.9, 1H), 6.98 (d, J=7.9, 1H), 6.91...